From a dataset of the Open Reaction Database (ORD), a public repository of structured organic reaction records. describe an organic reaction: reactants, conditions, products, and yield Reactants: CCO, COc1cc2ncnc(N3CCC(n4c(=O)c5cc([N+](=O)[O-])ccc5n(C)c4=O)CC3)c2cc1OC, [Cl-], [Fe], O. Yields the product COc1cc2ncnc(N3CCC(n4c(=O)c5cc(N)ccc5n(C)c4=O)CC3)c2cc1OC. Reaction SMILES: [CH3:1][CH2:2][OH:3].[CH3:4][O:5][c:6]1[cH:7][c:8]2[c:9]([N:18]3[CH2:19][CH2:20][CH:21]([n:24]4[c:25](=[O:39])[n:26]([CH3:38])[c:27]5[cH:28][cH:29][c:30]([N+:35]([O-:36])=[O:37])[cH:31][c:32]5[c:33]4=[O:34])[CH2:22][CH2:23]3)[n:10][cH:11][n:12][c:13]2[cH:14][c:15]1[O:16][CH3:17].[Cl-:40].[Fe:41].[OH2:42]>>[CH3:4][O:5][c:6]1[cH:7][c:8]2[c:9]([N:18]3[CH2:19][CH2:20][CH:21]([n:24]4[c:25](=[O:39])[n:26]([CH3:38])[c:27]5[cH:28][cH:29][c:30]([NH2:35])[cH:31][c:32]5[c:33]4=[O:34])[CH2:22][CH2:23]3)[n:10][cH:11][n:12][c:13]2[cH:14][c:15]1[O:16][CH3:17]. Reactants: O (water), COC(=O)C1=CC2=C(NC(=N2)C2=CC=CC=C2)C=C1 (2-Phenyl-1H-benzoimidazole-5-carboxylic acid methyl ester), [H-].[H-].[H-].[H-].[Li+].[Al+3] (LAH), O (water), [OH-].[Na+] (NaOH). Run in C1CCOC1 (THF). Reaction conditions: temperature 0 celsius, time 30 minute. Yields the product C1(=CC=CC=C1)C1=NC2=C(N1)C=CC(=C2)CO ((2-Phenyl-1H-benzoimidazol-5-yl)-methanol). Yield: 74.8%. Reaction SMILES: C[O:2][C:3]([C:5]1[CH:19]=[CH:18][C:8]2[NH:9][C:10]([C:12]3[CH:17]=[CH:16][CH:15]=[CH:14][CH:13]=3)=[N:11][C:7]=2[CH:6]=1)=O.[H-].[H-].[H-].[H-].[Li+].[Al+3].O.[OH-].[Na+]>C1COCC1>[C:12]1([C:10]2[NH:9][C:8]3[CH:18]=[CH:19][C:5]([CH2:3][OH:2])=[CH:6][C:7]=3[N:11]=2)[CH:17]=[CH:16][CH:15]=[CH:14][CH:13]=1 |f:1.2.3.4.5.6,8.9|. Reported procedure: 2-Phenyl-1H-benzoimidazole-5-carboxylic acid methyl ester (1.178 g, 4.67 mmol) was dissolved in 20 mL THF. Cooled to 0° C. and then added LAH (886 mg, 23.35 mmol). The mixture was heated to 50° C. overnight. Added 0.9 mL water, 0.9 mL 15% NaOH aqu. solution then 3 mL water. Stirred at RT for 30 mins. Filtered through celite and washed the celite with ethyl acetate. Washed the filtrate with brine. Dried over Na2SO4. Filtered and removed solvent in vacuo. Obtained 783 mg (74.8%) of (2-Phenyl-1H-be... Starting materials: O=C([O-])[O-], ICCCc1ccc(OCc2ccccc2)cc1, [K+], [K+], CN(C)C=O, c1c[nH]nn1. The product is c1ccc(COc2ccc(CCCn3ccnn3)cc2)cc1. RXN SMILES: [C:24](=[O:25])([O-:26])[O-:27].[I:1][CH2:2][CH2:3][CH2:4][c:5]1[cH:6][cH:7][c:8]([O:11][CH2:12][c:13]2[cH:14][cH:15][cH:16][cH:17][cH:18]2)[cH:9][cH:10]1.[K+:28].[K+:29].[O:30]=[CH:31][N:32]([CH3:33])[CH3:34].[nH:19]1[n:20][n:21][cH:22][cH:23]1>>[CH2:2]([CH2:3][CH2:4][c:5]1[cH:6][cH:7][c:8]([O:11][CH2:12][c:13]2[cH:14][cH:15][cH:16][cH:17][cH:18]2)[cH:9][cH:10]1)[n:19]1[n:20][n:21][cH:22][cH:23]1. Starting materials: CC(=O)Nc1ccccc1-c1cn(C2CCN(Cc3ccccc3)CC2)c(=O)[nH]1, CCO, [Na+], [OH-]. Product: Nc1ccccc1-c1cn(C2CCN(Cc3ccccc3)CC2)c(=O)[nH]1. As a reaction SMILES: [C:1](=[O:2])([CH3:3])[NH:4][c:5]1[c:6](-[c:11]2[nH:12][c:13](=[O:29])[n:14]([CH:16]3[CH2:17][CH2:18][N:19]([CH2:22][c:23]4[cH:24][cH:25][cH:26][cH:27][cH:28]4)[CH2:20][CH2:21]3)[cH:15]2)[cH:7][cH:8][cH:9][cH:10]1.[CH3:32][CH2:33][OH:34].[Na+:31].[OH-:30]>>[NH2:4][c:5]1[c:6](-[c:11]2[nH:12][c:13](=[O:29])[n:14]([CH:16]3[CH2:17][CH2:18][N:19]([CH2:22][c:23]4[cH:24][cH:25][cH:26][cH:27][cH:28]4)[CH2:20][CH2:21]3)[cH:15]2)[cH:7][cH:8][cH:9][cH:10]1.